Dataset: the Open Reaction Database (ORD), a public repository of structured organic reaction records. Task: describe an organic reaction: reactants, conditions, products, and yield Starting materials: CC(C)(C)OC([C@@H](N)CC1=CC=CC=C1)=O (L-phenylalanine 1,1-dimethylethyl ester), BrCC(=O)OC(C)(C)C (tert-butyl bromoacetate). Solvent: C(C)#N (acetonitrile), P(=O)([O-])([O-])[O-] (phosphate). Conditions: time 16 hour. The product is CC(C)(C)OC([C@@H](NCC(=O)OC(C)(C)C)CC1=CC=CC=C1)=O (N-[2-(1,1-Dimethylethoxy)-2-oxoethyl]-L-phenylalanine 1,1-Dimethyle-thyl Ester). Isolated yield 81.0%. As a reaction SMILES: [CH3:1][C:2]([O:5][C:6](=[O:16])[C@H:7]([CH2:9][C:10]1[CH:15]=[CH:14][CH:13]=[CH:12][CH:11]=1)[NH2:8])([CH3:4])[CH3:3].Br[CH2:18][C:19]([O:21][C:22]([CH3:25])([CH3:24])[CH3:23])=[O:20]>C(#N)C.P([O-])([O-])([O-])=O>[CH3:4][C:2]([O:5][C:6](=[O:16])[C@H:7]([CH2:9][C:10]1[CH:11]=[CH:12][CH:13]=[CH:14][CH:15]=1)[NH:8][CH2:18][C:19]([O:21][C:22]([CH3:25])([CH3:24])[CH3:23])=[O:20])([CH3:1])[CH3:3]. Procedure details: An emulsion of L-phenylalanine 1,1-dimethylethyl ester (compound prepared at point A) (53.53 g; 242 mol), tert-butyl bromoacetate (37.3 mL; 254 mol) in acetonitrile (400 mL) and 2M buffer phosphate pH 8 (200 mL) is vigorously stirred at room temperature for 16 hours. After separation, the organic phase is evaporated and the residue is taken up into EtOAc; the aqueous phase is extracted with EtOAc (3×200 mL). The combined organic phases are washed with water (2×300 mL), saline solution (200 mL) a... Starting materials: C[O-].[Na+] (sodium methylate), Cl (hydrochloric acid), [N+](=O)([O-])C(C)C (2-nitropropane), BrCC=1C(=C(C(=O)OC)C=CC1OC)Cl (methyl 3-bromomethyl-2-chloro-4-methoxybenzoate). Solvent: CO (methanol), CO (methanol). Product: ClC1=C(C(=O)OC)C=CC(=C1C=O)OC (methyl 2-chloro-3-formyl-4-methoxybenzoate). Yield: 54.0%. Reaction SMILES: C[O-].[Na+].[N+](C(C)C)([O-])=[O:5].Br[CH2:11][C:12]1[C:13]([Cl:24])=[C:14]([CH:19]=[CH:20][C:21]=1[O:22][CH3:23])[C:15]([O:17][CH3:18])=[O:16].Cl>CO>[Cl:24][C:13]1[C:12]([CH:11]=[O:5])=[C:21]([O:22][CH3:23])[CH:20]=[CH:19][C:14]=1[C:15]([O:17][CH3:18])=[O:16] |f:0.1|. Procedure details: To 40 ml methanol, was added 28% methanol solution of sodium methylate in an amount of 5.4 g and the resulting mixture was then fed dropwise with 2-nitropropane in an amount of 2.5 g at an ambient temperature. Then, the mixture was further added with methyl 3-bromomethyl-2-chloro-4-methoxybenzoate in an amount of 7.5 g and stirred for an hour under reflux and heating. After cooling the mixture, the reacted-mixture was added with 100 ml 1N-hydrochloric acid and then extracted with ethyl acetate. ... Starting materials: resultant mixture, NC1=C(C=C(C=2OC(=CC21)C)Cl)F (4-amino-7-chloro-5-fluoro-2-methylbenzo[b]furan), C(C)N(C1=CC=CC=C1)CC (N,N-diethylaniline), C(OC)(=O)Cl (methyl chlorocarbonate). Run in O1CCCC1 (tetrahydrofuran), C(C)(=O)OCC (ethyl acetate). Product: ClC1=CC(=C(C2=C1OC(=C2)C)NC(=O)OC)F (7-chloro-5-fluoro-4-methoxycarbonylamino-2-methylbenzo[b]furan). The yield is 87.1%. RXN SMILES: [NH2:1][C:2]1[C:10]2[CH:9]=[C:8]([CH3:11])[O:7][C:6]=2[C:5]([Cl:12])=[CH:4][C:3]=1[F:13].C(N(CC)C1C=CC=CC=1)C.[C:25](Cl)(=[O:28])[O:26][CH3:27]>O1CCCC1.C(OCC)(=O)C>[Cl:12][C:5]1[C:6]2[O:7][C:8]([CH3:11])=[CH:9][C:10]=2[C:2]([NH:1][C:25]([O:26][CH3:27])=[O:28])=[C:3]([F:13])[CH:4]=1. Procedure details: A mixture of 4-amino-7-chloro-5-fluoro-2-methylbenzo[b]furan (3.4 g) and N,N-diethylaniline (2.6 g) was dissolved in tetrahydrofuran (20 ml), and methyl chlorocarbonate (1.6 g) was dropwise added thereto at room temperature. The resultant mixture was heated under reflux for 3 hours. After cooling to room temperature, the reaction mixture was dissolved in ethyl acetate and washed with 10% hydrochloric acid. After removal of N,N-diethylaniline, the reaction mixture was dried and concentrated. The ...